From a dataset of the Open Reaction Database (ORD), a public repository of structured organic reaction records. describe an organic reaction: reactants, conditions, products, and yield Reactants: C([O-])([O-])=O.[K+].[K+] (Potassium carbonate), IC (iodomethane), BrC=1C=C2C(N(C(NC2=CC1)=S)CC1OCCC1)=O (6-bromo-2,3-dihydro-3-[(tetrahydro-2-furanyl)methyl]-2-thioxo-4(1H)-quinazolinone). Solvent: CN(C=O)C (dimethylformamide). Run at time 2 hour. Yields the product BrC=1C=C2C(N(C(=NC2=CC1)SC)CC1OCCC1)=O (6-bromo-2-(methylthio)-3-[(tetrahydro-2-furanyl)methyl]-4(3H)-quinazolinone). Reaction SMILES: [C:1](=O)([O-])[O-].[K+].[K+].IC.[Br:9][C:10]1[CH:11]=[C:12]2[C:17](=[CH:18][CH:19]=1)[NH:16][C:15](=[S:20])[N:14]([CH2:21][CH:22]1[CH2:26][CH2:25][CH2:24][O:23]1)[C:13]2=[O:27]>CN(C)C=O>[Br:9][C:10]1[CH:11]=[C:12]2[C:17](=[CH:18][CH:19]=1)[N:16]=[C:15]([S:20][CH3:1])[N:14]([CH2:21][CH:22]1[CH2:26][CH2:25][CH2:24][O:23]1)[C:13]2=[O:27] |f:0.1.2|. Procedure: Potassium carbonate (6.0 g, 44 mmol), iodomethane (2.5 g, 1.1 mL, 17.6 mmol), and the title compound of Step A (3.0 g, 8.8 mmol) were combined in dimethylformamide (90 mL) and stirred for 2 h at room temperature. The reaction mixture was then concentrated to dryness under reduced pressure, and the ensuing residue was partitioned between 200 mL each of ethyl acetate and water. The phases were separated and the organic phase was subsequently washed with saturated aqueous NaCl and dried over Na2SO4...